Dataset: the Open Reaction Database (ORD), a public repository of structured organic reaction records. Task: describe an organic reaction: reactants, conditions, products, and yield RXN SMILES: O[CH2:2][CH:3]([CH2:5][OH:6])[OH:4].[CH3:7][C:8]1([CH3:15])[O:12][CH:11]([CH2:13][OH:14])[CH2:10][O:9]1.S(C1C=CC(C)=CC=1)(OC)(=O)=O.[OH-:28].[Na+]>O.CC(C)=O>[CH3:2][C:3]([CH2:5][OH:6])([OH:4])[C:8]([CH3:15])([CH3:7])[OH:28].[CH3:7][C:8]1([CH3:15])[O:12][CH:11]([CH2:13][OH:14])[CH2:10][O:9]1 |f:3.4|. The product is CC(C(O)(C)C)(O)CO (Trimethyl glycerol), CC1(OCC(O1)CO)C (Solketal), methyl solketal. Procedure: Trimethyl glycerol was prepared from glycerol through a ketal glecerol derivative, solketal (1,2-isopropylidene glycerol) as shown in FIG. 2. Solketal starting material was prepared by reacting 1 g glycerol with 2 ml acetone and 1 g Dowex 50W strong cation exchange resin (Dow Chemical Co., Midland, Mich.) at 60° C. for 1 hour. The resultant solketal (3 mmol) was reacted with 3 mmol methyl tosylate (as prepared in Example 1) in 3 mmol NaOH with mL water in a small scale vessel for 2 hours at 70° ... Run in CC(=O)C (acetone), O (water). Starting materials: OCC(O)CO (glycerol), ketal, CC1(OCC(O1)CO)C (solketal), 50W, CC1(OCC(O1)CO)C (solketal), S(=O)(=O)(OC)C1=CC=C(C)C=C1 (methyl tosylate), [OH-].[Na+] (NaOH), OCC(O)CO (glycerol).